This data is from the Open Reaction Database (ORD), a public repository of structured organic reaction records. The task is: describe an organic reaction: reactants, conditions, products, and yield Reactants: Nc1ncnn2c(Br)ccc12, CCOC(=O)C1CC1C=O, C1CCOC1, CC(C)[Mg+], [Cl-], C[Si](C)(C)Cl. Yields the product CCOC(=O)C1CC1C(O)c1ccc2c(N)ncnn12. RXN SMILES: [Br:1][c:2]1[cH:3][cH:4][c:5]2[c:6]([NH2:11])[n:7][cH:8][n:9][n:10]12.[CH2:22]([CH3:23])[O:24][C:25](=[O:26])[CH:27]1[CH:28]([CH:30]=[O:31])[CH2:29]1.[CH2:32]1[O:33][CH2:34][CH2:35][CH2:36]1.[CH3:18][CH:19]([Mg+:20])[CH3:21].[Cl-:17].[Cl:12][Si:13]([CH3:14])([CH3:15])[CH3:16]>>[c:2]1([CH:30]([CH:28]2[CH:27]([C:25]([O:24][CH2:22][CH3:23])=[O:26])[CH2:29]2)[OH:31])[cH:3][cH:4][c:5]2[c:6]([NH2:11])[n:7][cH:8][n:9][n:10]12.